Dataset: the Open Reaction Database (ORD), a public repository of structured organic reaction records. Task: describe an organic reaction: reactants, conditions, products, and yield Starting materials: Cc1ccccc1, CC1(C)CC(c2ccc(F)cc2)=C(C=CC(O)CC(O)CC(=O)O)C(C)(C)C1. Yields the product CC1(C)CC(c2ccc(F)cc2)=C(C=CC2CC(O)CC(=O)O2)C(C)(C)C1. RXN SMILES: [CH3:29][c:30]1[cH:31][cH:32][cH:33][cH:34][cH:35]1.[F:1][c:2]1[cH:3][cH:4][c:5]([C:8]2=[C:9]([CH:18]=[CH:19][CH:20]([CH2:21][CH:22]([CH2:23][C:24](=[O:25])[OH:26])[OH:27])[OH:28])[C:10]([CH3:16])([CH3:17])[CH2:11][C:12]([CH3:14])([CH3:15])[CH2:13]2)[cH:6][cH:7]1>>[F:1][c:2]1[cH:3][cH:4][c:5]([C:8]2=[C:9]([CH:18]=[CH:19][CH:20]3[CH2:21][CH:22]([OH:27])[CH2:23][C:24](=[O:26])[O:25]3)[C:10]([CH3:16])([CH3:17])[CH2:11][C:12]([CH3:14])([CH3:15])[CH2:13]2)[cH:6][cH:7]1. Starting materials: CC1=CC2=C(NC(CC(=N2)C2=CC=C(C=C2)N2C(=NC=3C=NC=CC32)C)=S)C=C1C (2,3-dihydro-7,8-dimethyl-4-[4-(2-methylimidazo[4,5-c]pyrid-1-yl)phenyl]-1H-[1,5]benzodiazepine-2-thione), O.NN (hydrazine hydrate), C1(=CC=C(C=C1)S(=O)(=O)O)C (p-toluenesulphonic acid). Run in C(CCC)O (n-butanol). Conditions: temperature 100 celsius. The product is CC1=CC2=C(N=C(CC(=N2)C2=CC=C(C=C2)N2C(=NC=3C=NC=CC32)C)NN)C=C1C (7,8-Dimethyl-2-hydrazino-4-[4-(2-methylimidazo[4,5-c]pyrid-1-yl)phenyl]-3H-[1,5]benzodiazepine). RXN SMILES: [CH3:1][C:2]1[C:29]([CH3:30])=[CH:28][C:5]2[NH:6][C:7](=S)[CH2:8][C:9]([C:11]3[CH:16]=[CH:15][C:14]([N:17]4[C:25]5[CH:24]=[CH:23][N:22]=[CH:21][C:20]=5[N:19]=[C:18]4[CH3:26])=[CH:13][CH:12]=3)=[N:10][C:4]=2[CH:3]=1.O.[NH2:32][NH2:33].C1(C)C=CC(S(O)(=O)=O)=CC=1>C(O)CCC>[CH3:1][C:2]1[C:29]([CH3:30])=[CH:28][C:5]2[N:6]=[C:7]([NH:32][NH2:33])[CH2:8][C:9]([C:11]3[CH:16]=[CH:15][C:14]([N:17]4[C:25]5[CH:24]=[CH:23][N:22]=[CH:21][C:20]=5[N:19]=[C:18]4[CH3:26])=[CH:13][CH:12]=3)=[N:10][C:4]=2[CH:3]=1 |f:1.2|. Reported procedure: A mixture of 2,3-dihydro-7,8-dimethyl-4-[4-(2-methylimidazo[4,5-c]pyrid-1-yl)phenyl]-1H-[1,5]benzodiazepine-2-thione (411 mg, 1.0 mmol), hydrazine hydrate (60 mg, 1.2 mmol) and p-toluenesulphonic acid (10 mg) in n-butanol (5 ml) was heated at 100° C. for 1.5 hours. The solvent was removed under reduced pressure and the crude product was used directly for Examples 29-31. Starting materials: CC(C#N)=C1CCN(c2ccc(N3CC(CN)OC3=O)cc2F)CC1, O=C(O)C(Cl)Cl. Yields the product CC(C#N)=C1CCN(c2ccc(N3CC(CNC(=O)C(Cl)Cl)OC3=O)cc2F)CC1. Reaction SMILES: [C:1](#[N:2])[C:3]([CH3:4])=[C:5]1[CH2:6][CH2:7][N:8]([c:11]2[c:12]([F:25])[cH:13][c:14]([N:17]3[C:18](=[O:24])[O:19][CH:20]([CH2:22][NH2:23])[CH2:21]3)[cH:15][cH:16]2)[CH2:9][CH2:10]1.[OH:26][C:27](=[O:28])[CH:29]([Cl:30])[Cl:31]>>[C:1](#[N:2])[C:3]([CH3:4])=[C:5]1[CH2:6][CH2:7][N:8]([c:11]2[c:12]([F:25])[cH:13][c:14]([N:17]3[C:18](=[O:24])[O:19][CH:20]([CH2:22][NH:23][C:27](=[O:26])[CH:29]([Cl:30])[Cl:31])[CH2:21]3)[cH:15][cH:16]2)[CH2:9][CH2:10]1. Procedure: Under a nitrogen atmosphere dissolve 3-(4-bromo-2-morpholin-4-yl-thiazol-5-yl)-7-(1-ethyl-propyl)-2,5-dimethyl-pyrazolo[1,5-a]pyrimidine (116 mg, 0.25 mmol) in THF (1.5 mL) and chill to −78° C. Add n-butyl lithium (0.1 mL. 2.5 M in hexane, 0.25 mmol) and stir at −78° C. for 30 min. Add N-chlorosuccinimide (33.4 mg, 0.25 mmol) and stir for another 30 min, slowly warming to room temperature. After stirring overnight, quench the reaction by adding a solution of saturated ammonia chloride and extrac... Yield: 51.4%. The product is ClC=1N=C(SC1C=1C(=NN2C1N=C(C=C2C(CC)CC)C)C)N2CCOCC2 (3-(4-Chloro-2-morpholin-4-yl-thiazol-5-yl)-7-(1-ethyl-propyl)-2,5-dimethyl-pyrazolo[1,5-a]pyrimidine). Solvent: C1CCOC1 (THF). The reactants are [Cl-].N (ammonia chloride), BrC=1N=C(SC1C=1C(=NN2C1N=C(C=C2C(CC)CC)C)C)N2CCOCC2 (3-(4-bromo-2-morpholin-4-yl-thiazol-5-yl)-7-(1-ethyl-propyl)-2,5-dimethyl-pyrazolo[1,5-a]pyrimidine), ClN1C(CCC1=O)=O (N-chlorosuccinimide), C(CCC)[Li] (n-butyl lithium). As a reaction SMILES: Br[C:2]1[N:3]=[C:4]([N:23]2[CH2:28][CH2:27][O:26][CH2:25][CH2:24]2)[S:5][C:6]=1[C:7]1[C:8]([CH3:22])=[N:9][N:10]2[C:15]([CH:16]([CH2:19][CH3:20])[CH2:17][CH3:18])=[CH:14][C:13]([CH3:21])=[N:12][C:11]=12.C([Li])CCC.[Cl:34]N1C(=O)CCC1=O.[Cl-].N>C1COCC1>[Cl:34][C:2]1[N:3]=[C:4]([N:23]2[CH2:28][CH2:27][O:26][CH2:25][CH2:24]2)[S:5][C:6]=1[C:7]1[C:8]([CH3:22])=[N:9][N:10]2[C:15]([CH:16]([CH2:19][CH3:20])[CH2:17][CH3:18])=[CH:14][C:13]([CH3:21])=[N:12][C:11]=12 |f:3.4|. Reaction conditions: temperature -78 celsius, time 8 hour. Reactants: CC(C)(C)C(N)c1nc(-c2cc(F)ccc2F)nn1Cc1ccccc1, C[N+]1([O-])CCOCC1, ClCCl, O=CC1CN(C(=O)OCc2ccccc2)CC1F, O=[Os](=O)(=O)=O. The product is CC(C)(C)C(NCC1CN(C(=O)OCc2ccccc2)CC1F)c1nc(-c2cc(F)ccc2F)nn1Cc1ccccc1. Reaction SMILES: [CH2:1]([c:2]1[cH:3][cH:4][cH:5][cH:6][cH:7]1)[n:8]1[n:9][c:10](-[c:19]2[c:20]([F:26])[cH:21][cH:22][c:23]([F:25])[cH:24]2)[n:11][c:12]1[CH:13]([C:14]([CH3:15])([CH3:16])[CH3:17])[NH2:18].[CH3:45][N+:46]1([O-:47])[CH2:48][CH2:49][O:50][CH2:51][CH2:52]1.[Cl:53][CH2:54][Cl:55].[F:27][CH:28]1[CH2:29][N:30]([C:35](=[O:36])[O:37][CH2:38][c:39]2[cH:40][cH:41][cH:42][cH:43][cH:44]2)[CH2:31][CH:32]1[CH:33]=[O:34].[O:56]=[Os:57](=[O:58])(=[O:59])=[O:60]>>[CH2:1]([c:2]1[cH:3][cH:4][cH:5][cH:6][cH:7]1)[n:8]1[n:9][c:10](-[c:19]2[c:20]([F:26])[cH:21][cH:22][c:23]([F:25])[cH:24]2)[n:11][c:12]1[CH:13]([C:14]([CH3:15])([CH3:16])[CH3:17])[NH:18][CH2:33][CH:32]1[CH:28]([F:27])[CH2:29][N:30]([C:35](=[O:36])[O:37][CH2:38][c:39]2[cH:40][cH:41][cH:42][cH:43][cH:44]2)[CH2:31]1. The reactants are NC1=CC(=C(C(=O)NCC2CN(CCO2)CC2=CC=CC=C2)C=C1Cl)O (4-amino-N-[(4-benzyl-2-morpholinyl)methyl]-5-chloro-2-hydroxybenzamide), C(CCC)Br (butyl bromide). The reagents and catalysts are [Br-].C(CCC)[N+](CCCC)(CCCC)CCCC (tetrabutylammonium bromide). Solvent: [OH-].[Na+] (sodium hydroxide), ClCCl (dichloromethane). Run at temperature 25 celsius, time 15 hour. Yields the product NC1=CC(=C(C(=O)NCC2CN(CCO2)CC2=CC=CC=C2)C=C1Cl)OCCCC (4-amino-N-[(4-benzyl-2-morpholinyl)methyl]-2-butoxy-5-chlorobenzamide). Yield: 119.6%. As a reaction SMILES: [NH2:1][C:2]1[C:24]([Cl:25])=[CH:23][C:5]([C:6]([NH:8][CH2:9][CH:10]2[O:15][CH2:14][CH2:13][N:12]([CH2:16][C:17]3[CH:22]=[CH:21][CH:20]=[CH:19][CH:18]=3)[CH2:11]2)=[O:7])=[C:4]([OH:26])[CH:3]=1.[CH2:27](Br)[CH2:28][CH2:29][CH3:30]>[OH-].[Na+].[Br-].C([N+](CCCC)(CCCC)CCCC)CCC.ClCCl>[NH2:1][C:2]1[C:24]([Cl:25])=[CH:23][C:5]([C:6]([NH:8][CH2:9][CH:10]2[O:15][CH2:14][CH2:13][N:12]([CH2:16][C:17]3[CH:22]=[CH:21][CH:20]=[CH:19][CH:18]=3)[CH2:11]2)=[O:7])=[C:4]([O:26][CH2:27][CH2:28][CH2:29][CH3:30])[CH:3]=1 |f:2.3,4.5|. Procedure: To a stirred solution of 4-amino-N-[(4-benzyl-2-morpholinyl)methyl]-5-chloro-2-hydroxybenzamide (4.0 g) in 1N aqueous sodium hydroxide solution (32 ml), tetrabutylammonium bromide (3.4 g) and a solution of butyl bromide (4.3 g) in dichloromethane (32 ml) are added. The reaction mixture is stirred at 25° C. for 15 hours and concentrated under reduced pressure. To the residue is added ethyl acetate. The organic layer is washed successively with water and saturated aqueous sodium chloride solution,...